This data is from the Open Reaction Database (ORD), a public repository of structured organic reaction records. The task is: describe an organic reaction: reactants, conditions, products, and yield Starting materials: CO, Cc1nc(N)nc(Cl)c1C, N. Product: Cc1cnc(N)nc1C. RXN SMILES: [CH3:12][OH:13].[Cl:1][c:2]1[n:3][c:4]([NH2:10])[n:5][c:6]([CH3:9])[c:7]1[CH3:8].[NH3:11]>>[cH:2]1[n:3][c:4]([NH2:10])[n:5][c:6]([CH3:9])[c:7]1[CH3:8]. Reactants: C(C)(=O)OCC (Ethyl acetate), C(C1=CC=CC=C1)OC(=O)[C@@H]1C[C@H](C(N1)=O)OS(=O)(=O)C ((3R,5S)-5-benzyloxycarbonyl-3-mesyloxypyrrolidin-2-one), C1CCC2=NCCCN2CC1 (DBU), COC1=CC=C(CS)C=C1 (p-methoxybenzylmercaptan). Run in CN(C)C=O (DMF). Run at time 15 minute. Yields the product C(C1=CC=CC=C1)OC(=O)[C@@H]1CC(C(N1)=O)SCC1=CC=C(C=C1)OC ((3RS,5S)-5-benzyloxycarbonyl-3-p-methoxybenzylthiopyrrolidin-2-one). Yield: 111.6%. RXN SMILES: [CH2:1]([O:8][C:9]([C@H:11]1[NH:15][C:14](=[O:16])[C@H:13](OS(C)(=O)=O)[CH2:12]1)=[O:10])[C:2]1[CH:7]=[CH:6][CH:5]=[CH:4][CH:3]=1.[CH3:22][O:23][C:24]1[CH:31]=[CH:30][C:27]([CH2:28][SH:29])=[CH:26][CH:25]=1.C1CCN2C(=NCCC2)CC1.C(OCC)(=O)C>CN(C=O)C>[CH2:1]([O:8][C:9]([C@H:11]1[NH:15][C:14](=[O:16])[CH:13]([S:29][CH2:28][C:27]2[CH:30]=[CH:31][C:24]([O:23][CH3:22])=[CH:25][CH:26]=2)[CH2:12]1)=[O:10])[C:2]1[CH:3]=[CH:4][CH:5]=[CH:6][CH:7]=1. Procedure details: 16.3 g (52.1 mmol) of (3R,5S)-5-benzyloxycarbonyl-3-mesyloxypyrrolidin-2-one was dissolved in 82 ml of DMF, and 7.95 ml (57.3 mmol) of p-methoxybenzylmercaptan was added to the solution under cooling with ice, then 8.48 ml (56.7 mmol) of DBU was added dropwise thereto. The mixture was stirred for 15 minutes at room temperature. Ethyl acetate was added to the reaction mixture, which was washed sequentially with water, 1 N HCl, a saturated sodium hydrogencarbonate aqueous solution and a saturated ... Reactants: CN1C=C(C2=CC=CC=C12)CCC=O (3-(1-methylindol-3-yl)propionaldehyde), C(CCC)[Li] (n-butyllithium). Reagents/catalysts: [Br-].C[P+](C1=CC=CC=C1)(C1=CC=CC=C1)C1=CC=CC=C1 (Methyltriphenylphosphonium bromide). Solvent: O1CCCC1 (tetrahydrofuran), O1CCCC1 (tetrahydrofuran), O1CCCC1 (tetrahydrofuran). Conditions: temperature -78 celsius, time 2 hour. Yields the product C(CC=C)C1=CN(C2=CC=CC=C12)C (3-(3-butenyl)-1-methylindole). The yield is 60.5%. Reaction SMILES: [CH2:1]([Li])[CH2:2][CH2:3][CH3:4].[CH3:6][N:7]1[C:15]2[C:10](=[CH:11][CH:12]=[CH:13][CH:14]=2)[C:9](CCC=O)=[CH:8]1>[Br-].C[P+](C1C=CC=CC=1)(C1C=CC=CC=1)C1C=CC=CC=1.O1CCCC1>[CH2:1]([C:9]1[C:10]2[C:15](=[CH:14][CH:13]=[CH:12][CH:11]=2)[N:7]([CH3:6])[CH:8]=1)[CH2:2][CH:3]=[CH2:4] |f:2.3|. Procedure details: Methyltriphenylphosphonium bromide (2.06 g, 5.77 mmol) was dried in vacuo for 2 hours then suspended with stirring in tetrahydrofuran (15 ml) under nitrogen. The mixture was cooled to −78° C. and n-butyllithium in tetrahydrofuran (3.75 ml, 5.77 mmol) was added dropwise. After stirring for 2 hours being allowed to warm to room temperature, the mixture was again cooled to −78° C. and 3-(1-methylindol-3-yl)propionaldehyde (90° mg, 4.81 mmol) in tetrahydrofuran (6 ml) was added dropwise. After 2 hou...